This data is from the Open Reaction Database (ORD), a public repository of structured organic reaction records. The task is: describe an organic reaction: reactants, conditions, products, and yield The solvent is CO (methanol). The reactants are C(C)(C)(C)C1=CC=C(C=O)C=C1 (4-tert-butylbenzaldehyde), [BH4-].[Na+] (sodium borohydride), Cl (HCl), Cl.FC(OC=1C=C(C=CC1)CCN)(F)F (2-(3-trifluoromethoxy-phenyl)-ethylamine hydrochloride), C([O-])([O-])=O.[K+].[K+] (potassium carbonate). As a reaction SMILES: [C:1]([C:5]1[CH:12]=[CH:11][C:8]([CH:9]=O)=[CH:7][CH:6]=1)([CH3:4])([CH3:3])[CH3:2].Cl.[F:14][C:15](F)([F:26])[O:16][C:17]1[CH:18]=[C:19]([CH2:23][CH2:24][NH2:25])[CH:20]=[CH:21][CH:22]=1.C(=O)([O-])[O-].[K+].[K+].[BH4-].[Na+].Cl>CO>[C:1]([C:5]1[CH:12]=[CH:11][C:8]([CH2:9][NH:25][CH2:24][CH2:23][C:19]2[CH:20]=[CH:21][CH:22]=[C:17]([O:16][CH:15]([F:14])[F:26])[CH:18]=2)=[CH:7][CH:6]=1)([CH3:4])([CH3:3])[CH3:2] |f:1.2,3.4.5,6.7|. Product: C(C)(C)(C)C1=CC=C(CNCCC2=CC(=CC=C2)OC(F)F)C=C1 ((4-tert-butyl-benzyl)-[2-(3-difluoromethoxy-phenyl)-ethyl]-amine). Procedure details: 0.55 ml of 4-tert-butylbenzaldehyde (9.19 mmol), 1.37 g of 2-(3-trifluoromethoxy-phenyl)-ethylamine hydrochloride (6.13 mmol) and 0.304 g of potassium carbonate (6.13 mmol) were suspended in 18 ml methanol at rt, and after stirring for 30 min at rt, were refluxed for 2.5 h. After cooling down to rt, 348 mg (9.19 mmol) of sodium borohydride were added and after stirring for 5 min at rt, the reaction mixture was refluxed for 22 h. After cooling down to rt, the reaction mixture was treated with 0.4... Reaction conditions: time 30 minute. Yield: 89.0%. Reactants: COC(=O)C#CC(=O)OC, COC1CC(C(N)=NO)N(C(=O)OCc2ccccc2)C1, ClC(Cl)Cl. The product is COC(=O)C=C(ON=C(N)C1CC(OC)CN1C(=O)OCc1ccccc1)C(=O)OC. RXN SMILES: [C:22](#[C:23][C:24](=[O:25])[O:26][CH3:27])[C:28](=[O:29])[O:30][CH3:31].[CH2:1]([c:2]1[cH:3][cH:4][cH:5][cH:6][cH:7]1)[O:8][C:9](=[O:10])[N:11]1[CH:12]([C:18](=[N:19][OH:20])[NH2:21])[CH2:13][CH:14]([O:16][CH3:17])[CH2:15]1.[CH:32]([Cl:33])([Cl:34])[Cl:35]>>[CH2:1]([c:2]1[cH:3][cH:4][cH:5][cH:6][cH:7]1)[O:8][C:9](=[O:10])[N:11]1[CH:12]([C:18](=[N:19][O:20][C:23](=[CH:22][C:28](=[O:29])[O:30][CH3:31])[C:24](=[O:25])[O:26][CH3:27])[NH2:21])[CH2:13][CH:14]([O:16][CH3:17])[CH2:15]1. The reactants are C(C)(C)(C)C1=C(C(=CC=C1)C(C)(C)C)O (2,6-di-tertiary-butyl phenol), C(C(C)C)=O (isobutyraldehyde), CNC (dimethylamine). Solvent: C(C)(C)O (isopropanol). The product is CC(=CC1=CC(=C(C(=C1)C(C)(C)C)O)C(C)(C)C)C (1,1-dimethyl-2-(3',5'-di-t-butyl-4'-hydroxyphenyl)ethene). The yield is 71.0%. As a reaction SMILES: [C:1]([C:5]1[CH:10]=[CH:9][CH:8]=[C:7]([C:11]([CH3:14])([CH3:13])[CH3:12])[C:6]=1[OH:15])([CH3:4])([CH3:3])[CH3:2].[CH:16](=O)[CH:17]([CH3:19])[CH3:18].CNC>C(O)(C)C>[CH3:18][C:17]([CH3:19])=[CH:16][C:9]1[CH:10]=[C:5]([C:1]([CH3:4])([CH3:3])[CH3:2])[C:6]([OH:15])=[C:7]([C:11]([CH3:14])([CH3:13])[CH3:12])[CH:8]=1. Procedure details: 2,6-di-tertiary-butyl phenol (4.1 g; 20 mmol), isobutyraldehyde (3 ml; 33 mmol), dimethylamine (1.5 g; 34 mmol) dissolved in isopropanol (7.5 g) were charged to a 100 ml glass vessel and refluxed at ambient pressure under nitrogen for 48 hours. The resultant reaction mixture was allowed to cool to ambient temperature and concentrated to a yellow oil which was recrystallized from a mixture of ethanol and water (90:10) to give yellow crystals (3.7 g; 71% yield) of 1,1-dimethyl-2-(3',5'-di-t-butyl-...